Dataset: the Open Reaction Database (ORD), a public repository of structured organic reaction records. Task: describe an organic reaction: reactants, conditions, products, and yield Reactants: BrC1=C(C=C(C=C1)N1C(C2=C(C1=O)CCCC2)=O)OC(CCC)C(=O)O (N-[4-bromo-3-(1-carboxybutyloxy)phenyl]-3,4,5,6-tetrahydrophthalimide), C(C(=O)C1=CC=CC=C1)Br (phenacyl bromide), [F-].[K+] (potassium fluoride). Solvent: C(C)#N (acetonitrile). Conditions: time 8.5 hour. Yields the product BrC1=C(C=C(C=C1)N1C(C2=C(C1=O)CCCC2)=O)OC(CCC)C(=O)OCC(=O)C2=CC=CC=C2 (N-[4-bromo-3-(1-phenacyloxycarbonylbutyloxy)phenyl]-3,4,5,6-tetrahydrophthalimide). As a reaction SMILES: [Br:1][C:2]1[CH:7]=[CH:6][C:5]([N:8]2[C:12](=[O:13])[C:11]3[CH2:14][CH2:15][CH2:16][CH2:17][C:10]=3[C:9]2=[O:18])=[CH:4][C:3]=1[O:19][CH:20]([C:24]([OH:26])=[O:25])[CH2:21][CH2:22][CH3:23].[CH2:27](Br)[C:28]([C:30]1[CH:35]=[CH:34][CH:33]=[CH:32][CH:31]=1)=[O:29].[F-].[K+]>C(#N)C>[Br:1][C:2]1[CH:7]=[CH:6][C:5]([N:8]2[C:12](=[O:13])[C:11]3[CH2:14][CH2:15][CH2:16][CH2:17][C:10]=3[C:9]2=[O:18])=[CH:4][C:3]=1[O:19][CH:20]([C:24]([O:26][CH2:27][C:28]([C:30]1[CH:35]=[CH:34][CH:33]=[CH:32][CH:31]=1)=[O:29])=[O:25])[CH2:21][CH2:22][CH3:23] |f:2.3|. Procedure: A mixture of 2.11 g. of N-[4-bromo-3-(1-carboxybutyloxy)phenyl]-3,4,5,6-tetrahydrophthalimide, 11.19 g. of phenacyl bromide, 0.64 g. of potassium fluoride and 10 ml. of acetonitrile was refluxed with stirring for 8.5 hours and the reaction mixture was cooled and the precipitate was separated by a filtration. The filtrate was concentrated under a reduced pressure and the residue was purified by a chromatography on a column of silica gel (developing solvent of benzene) to obtain 2.20 g. of Compoun... Run in C(C)O (ethanol). Isolated yield 92.3%. Yields the product Cl.C(CCCCCCC)C1=CC=C(C=C1)NC(=O)C1=C(N2C(=NCCC2)S1)CCC(=O)O (N-(4-Octylphenyl)-3-(2-carboxyethyl)-6,7-dihydro-5H-thiazolo-[3,2-a]pyrimidine-2-carboxamide hydrochloride). Procedure details: In 30 ml of ethanol was dissolved 720 mg of N-(4-octylphenyl)-3-(2-ethoxycarbonylethyl)-6,7-dihydro-5H-thiazolo[3,2-a]pyrimidine-2-carboxamide hydrochloride obtained in Example 79. To the solution was added 3.5 ml of 1N sodium hydroxide aqueous solution, followed by stirring at room temperature for 16 hours. The solvent was removed under reduced pressure. To the residue was added 1N hydrochloric acid to make acidic. The precipitated crystals were washed with diethylether to obtain 628 mg of the ... The reactants are Cl.C(CCCCCCC)C1=CC=C(C=C1)NC(=O)C1=C(N2C(=NCCC2)S1)CCC(=O)OCC (N-(4-octylphenyl)-3-(2-ethoxycarbonylethyl)-6,7-dihydro-5H-thiazolo[3,2-a]pyrimidine-2-carboxamide hydrochloride), [OH-].[Na+] (sodium hydroxide). RXN SMILES: [ClH:1].[CH2:2]([C:10]1[CH:15]=[CH:14][C:13]([NH:16][C:17]([C:19]2[S:27][C:22]3=[N:23][CH2:24][CH2:25][CH2:26][N:21]3[C:20]=2[CH2:28][CH2:29][C:30]([O:32]CC)=[O:31])=[O:18])=[CH:12][CH:11]=1)[CH2:3][CH2:4][CH2:5][CH2:6][CH2:7][CH2:8][CH3:9].[OH-].[Na+]>C(O)C>[ClH:1].[CH2:2]([C:10]1[CH:15]=[CH:14][C:13]([NH:16][C:17]([C:19]2[S:27][C:22]3=[N:23][CH2:24][CH2:25][CH2:26][N:21]3[C:20]=2[CH2:28][CH2:29][C:30]([OH:32])=[O:31])=[O:18])=[CH:12][CH:11]=1)[CH2:3][CH2:4][CH2:5][CH2:6][CH2:7][CH2:8][CH3:9] |f:0.1,2.3,5.6|. Reaction conditions: time 16 hour. The reactants are CC(=O)C1CCN(C(=O)OC(C)(C)C)CC1, C1CCOC1, CN([SiH](C)C)[Si](C)(C)C, [Li], COC(=O)Cc1ccccc1. The product is CC(C)(C)OC(=O)N1CCC(C(=O)CC(=O)Cc2ccccc2)CC1. As a reaction SMILES: [C:1]([CH3:2])([CH3:3])([CH3:4])[O:5][C:6](=[O:7])[N:8]1[CH2:9][CH2:10][CH:11]([C:14]([CH3:15])=[O:16])[CH2:12][CH2:13]1.[CH2:38]1[O:39][CH2:40][CH2:41][CH2:42]1.[CH3:17][SiH:18]([CH3:19])[N:20]([CH3:21])[Si:22]([CH3:23])([CH3:24])[CH3:25].[Li:26].[c:27]1([CH2:33][C:34](=[O:35])[O:36][CH3:37])[cH:28][cH:29][cH:30][cH:31][cH:32]1>>[C:1]([CH3:2])([CH3:3])([CH3:4])[O:5][C:6](=[O:7])[N:8]1[CH2:9][CH2:10][CH:11]([C:14]([CH2:15][C:34]([CH2:33][c:27]2[cH:28][cH:29][cH:30][cH:31][cH:32]2)=[O:35])=[O:16])[CH2:12][CH2:13]1. Starting materials: CCO, O=[N+]([O-])n1c2cnccc2c2ccc(Cl)cc21, Cl, O, O, Cl[Sn](Cl)(Cl)Cl. Yields the product Nn1c2cnccc2c2ccc(Cl)cc21. RXN SMILES: [CH3:26][CH2:27][OH:28].[Cl:1][c:2]1[cH:3][cH:4][c:5]2[c:6]3[cH:7][cH:8][n:9][cH:10][c:11]3[n:12]([N+:15]([O-:16])=[O:17])[c:13]2[cH:14]1.[ClH:25].[OH2:18].[OH2:19].[Sn:20]([Cl:21])([Cl:22])([Cl:23])[Cl:24]>>[Cl:1][c:2]1[cH:3][cH:4][c:5]2[c:6]3[cH:7][cH:8][n:9][cH:10][c:11]3[n:12]([NH2:15])[c:13]2[cH:14]1. Reactants: CC(C)(Br)C(=O)c1ccc(C(CC(=O)[O-])c2ccccc2)cc1, COCCOC, [Na+], [OH-], O. Product: CC(C)(O)C(=O)c1ccc(C(CC(=O)O)c2ccccc2)cc1. RXN SMILES: [Br:1][C:2]([C:3](=[O:4])[c:5]1[cH:6][cH:7][c:8]([CH:11]([CH2:12][C:13](=[O:14])[O-:15])[c:16]2[cH:17][cH:18][cH:19][cH:20][cH:21]2)[cH:9][cH:10]1)([CH3:22])[CH3:23].[CH3:27][O:28][CH2:29][CH2:30][O:31][CH3:32].[Na+:25].[OH-:24].[OH2:26]>>[C:2]([C:3](=[O:4])[c:5]1[cH:6][cH:7][c:8]([CH:11]([CH2:12][C:13](=[O:14])[OH:15])[c:16]2[cH:17][cH:18][cH:19][cH:20][cH:21]2)[cH:9][cH:10]1)([CH3:22])([CH3:23])[OH:24]. As a reaction SMILES: C[O:2][C:3]([C:5]1[CH:32]=[CH:31][C:8]([CH2:9][C:10]2([CH2:20][C:21]3[CH:26]=[CH:25][C:24]([C:27]([O:29]C)=[O:28])=[CH:23][CH:22]=3)[N:14]3[CH:15]=[CH:16][CH:17]=[CH:18][C:13]3=[N:12][C:11]2=[O:19])=[CH:7][CH:6]=1)=[O:4].[OH-].[Na+]>C(O)C>[C:3]([C:5]1[CH:6]=[CH:7][C:8]([CH2:9][C:10]2([CH2:20][C:21]3[CH:22]=[CH:23][C:24]([C:27]([OH:29])=[O:28])=[CH:25][CH:26]=3)[N:14]3[CH:15]=[CH:16][CH:17]=[CH:18][C:13]3=[N:12][C:11]2=[O:19])=[CH:31][CH:32]=1)([OH:4])=[O:2] |f:1.2|. The product is C(=O)(O)C1=CC=C(CC2(C(N=C3N2C=CC=C3)=O)CC3=CC=C(C=C3)C(=O)O)C=C1 (3,3-bis(4-Carboxybenzyl)imidazo[1,2-a]pyridin-2(3H)-one). The yield is 71.0%. Reactants: COC(=O)C1=CC=C(CC2(C(N=C3N2C=CC=C3)=O)CC3=CC=C(C=C3)C(=O)OC)C=C1 (3,3-bis(4-methoxycarbonylbenzyl)-imidazo[1,2-a]pyridin-2(3H)-one), [OH-].[Na+] (sodium hydroxide). Procedure: 300 mg (0.7 mmol) of 3,3-bis(4-methoxycarbonylbenzyl)-imidazo[1,2-a]pyridin-2(3H)-one prepared in the similar way to that of Example 1 was heated at 70° C. for 3 hours in a mixture of 8 ml of 2N-sodium hydroxide and 2 ml of ethanol. The reaction mixture was allowed to cool to room temperature and washed with methylene chloride. The water layer was adjusted by diluted hydrochloric acid to pH5 and the precipitated deposit was filtered out and dried, thus obtaining 200 mg (yield: 71%) of the titled... The solvent is C(C)O (ethanol). Starting materials: Cc1c(Br)c(=O)n(C2CCCC2)c2nc(S(C)=O)ncc12, Cc1ccccc1, CCOC(C)=O, Nc1ccc(N2CCOCC2)cn1. The product is Cc1c(Br)c(=O)n(C2CCCC2)c2nc(Nc3ccc(N4CCOCC4)cn3)ncc12. RXN SMILES: [Br:1][c:2]1[c:3]([CH3:21])[c:4]2[c:5]([n:6][c:7]([S:10]([CH3:11])=[O:12])[n:8][cH:9]2)[n:13]([CH:16]2[CH2:17][CH2:18][CH2:19][CH2:20]2)[c:14]1=[O:15].[CH3:35][c:36]1[cH:37][cH:38][cH:39][cH:40][cH:41]1.[CH3:42][CH2:43][O:44][C:45](=[O:46])[CH3:47].[O:22]1[CH2:23][CH2:24][N:25]([c:28]2[cH:29][cH:30][c:31]([NH2:34])[n:32][cH:33]2)[CH2:26][CH2:27]1>>[Br:1][c:2]1[c:3]([CH3:21])[c:4]2[c:5]([n:6][c:7]([NH:34][c:31]3[cH:30][cH:29][c:28]([N:25]4[CH2:24][CH2:23][O:22][CH2:27][CH2:26]4)[cH:33][n:32]3)[n:8][cH:9]2)[n:13]([CH:16]2[CH2:17][CH2:18][CH2:19][CH2:20]2)[c:14]1=[O:15]. The product is COCCC1CCN(c2ccc(C#N)c3ccccc23)C1. RXN SMILES: [CH3:23][I:24].[CH3:26][N:27]([CH3:28])[CH:29]=[O:30].[H-:21].[Na+:22].[OH2:25].[OH:1][CH2:2][CH2:3][CH:4]1[CH2:5][N:6]([c:9]2[cH:10][cH:11][c:12]([C:19]#[N:20])[c:13]3[cH:14][cH:15][cH:16][cH:17][c:18]23)[CH2:7][CH2:8]1>>[O:1]([CH2:2][CH2:3][CH:4]1[CH2:5][N:6]([c:9]2[cH:10][cH:11][c:12]([C:19]#[N:20])[c:13]3[cH:14][cH:15][cH:16][cH:17][c:18]23)[CH2:7][CH2:8]1)[CH3:23]. Reactants: CI, CN(C)C=O, [H-], [Na+], O, N#Cc1ccc(N2CCC(CCO)C2)c2ccccc12. Reactants: OC1=C(C=CC(=C1CCC)O)C(C)=O (2', 4'-dihydroxy-3'-(n-propyl)acetophenone), BrCCCCBr (1,4-dibromobutane), C([O-])([O-])=O.[K+].[K+] (potassium carbonate). The reagents and catalysts are [I-].[K+] (potassium iodide). The solvent is CCC(=O)C (MEK). The product is OC1=C(C=CC(=C1CCC)OCCCCBr)C(C)=O (2'-Hydroxy-3'-(n-propyl)-4'-(4-bromobutoxy)-acetophenone). Isolated yield 34.6%. Reaction SMILES: [OH:1][C:2]1[C:7]([CH2:8][CH2:9][CH3:10])=[C:6]([OH:11])[CH:5]=[CH:4][C:3]=1[C:12](=[O:14])[CH3:13].[Br:15][CH2:16][CH2:17][CH2:18][CH2:19]Br.C(=O)([O-])[O-].[K+].[K+]>CCC(C)=O.[I-].[K+]>[OH:1][C:2]1[C:7]([CH2:8][CH2:9][CH3:10])=[C:6]([O:11][CH2:19][CH2:18][CH2:17][CH2:16][Br:15])[CH:5]=[CH:4][C:3]=1[C:12](=[O:14])[CH3:13] |f:2.3.4,6.7|. Procedure details: 2', 4'-dihydroxy-3'-(n-propyl)acetophenone (19.1 g), 1,4-dibromobutane (48 ml, 0.4 moles), potassium carbonate (13.8 g), and potassium iodide (50 mg) were combined in MEK (300 ml). The reaction mixture was stirred and heated to reflux temperature overnight then cooled to room temperature. The cooled solution was partitioned between ethyl acetate and water. The organic layer was separated, dried over magnesium sulfate, filtered and concentrated in vacuo. The concentrate was chromatographed on a p... Starting materials: FC1(CCNCC1)COC1=C(C=C(C=C1)S(=O)(=O)N)[N+](=O)[O-] (4-((4-fluoropiperidin-4-yl)methoxy)-3-nitrobenzenesulfonamide), O1CCC(CC1)=O (dihydro-2H-pyran-4(3H)-one), C(#N)[BH3-].[Na+] (sodium cyanoborohydride), C(C)(=O)O (acetic acid). The solvent is O1CCCC1 (tetrahydrofuran). Product: FC1(CCN(CC1)C1CCOCC1)COC1=C(C=C(C=C1)S(=O)(=O)N)[N+](=O)[O-] (4-((4-fluoro-1-(tetrahydro-2H-pyran-4-yl)piperidin-4-yl)methoxy)-3-nitrobenzenesulfonamide). Reaction SMILES: [F:1][C:2]1([CH2:8][O:9][C:10]2[CH:15]=[CH:14][C:13]([S:16]([NH2:19])(=[O:18])=[O:17])=[CH:12][C:11]=2[N+:20]([O-:22])=[O:21])[CH2:7][CH2:6][NH:5][CH2:4][CH2:3]1.[O:23]1[CH2:28][CH2:27][C:26](=O)[CH2:25][CH2:24]1.C([BH3-])#N.[Na+].C(O)(=O)C>O1CCCC1>[F:1][C:2]1([CH2:8][O:9][C:10]2[CH:15]=[CH:14][C:13]([S:16]([NH2:19])(=[O:18])=[O:17])=[CH:12][C:11]=2[N+:20]([O-:22])=[O:21])[CH2:7][CH2:6][N:5]([CH:26]2[CH2:27][CH2:28][O:23][CH2:24][CH2:25]2)[CH2:4][CH2:3]1 |f:2.3|. Reported procedure: A mixture of EXAMPLE 173A (0.4 g), dihydro-2H-pyran-4(3H)-one (0.179 g), sodium cyanoborohydride (0.112 g), and acetic acid (0.5 mL) in tetrahydrofuran (3 mL) was stirred overnight. The solvents were removed under reduced pressure. The residue was purified with flash column chromatography on silica gel eluting with 100:5:0.5 ethyl acetate/methanol/NH4OH to give the desired product.